describe an organic reaction: reactants, conditions, products, and yield From a dataset of the Open Reaction Database (ORD), a public repository of structured organic reaction records. Starting materials: O.O.Cl.OC1=C(N=CN1)C(=O)N (5-hydroxy-1H-imidazole-4-carboxamide hydrochloric acid salt dihydrate), Cl (hydrochloric acid), aqueous solution, [OH-].[Na+] (sodium hydroxide). Conditions: temperature 45 celsius, time 1 hour. Yields the product OC1=C(N=CN1)C(=O)N (5-hydroxy-1H-imidazole-4-carboxamide). As a reaction SMILES: O.O.Cl.[OH:4][C:5]1[NH:9][CH:8]=[N:7][C:6]=1[C:10]([NH2:12])=[O:11].Cl.[OH-].[Na+]>>[OH:4][C:5]1[NH:9][CH:8]=[N:7][C:6]=1[C:10]([NH2:12])=[O:11] |f:0.1.2.3,5.6|. Procedure details: Under the nitrogen atmosphere, 1.5 g of thus obtained 5-hydroxy-1H-imidazole-4-carboxamide hydrochloric acid salt dihydrate was added to 18 mL of 0.45 mol/L hydrochloric acid and dissolved therein by heating to 40 to 50° C. To the solution, 6 mL of aqueous solution containing 0.63 g of sodium hydroxide was added dropwise over 10 minutes. pH of the reaction mixture was 6.6. After the dropwise addition was completed, the reaction solution was cooled to room temperature and stirred for 1 hour. The ... Starting materials: S(=O)(=O)([O-])[O-].[Mg+2] (Magnesium sulfate), CC(C#N)(O)C (acetone cyanohydrin), O1CCC(CC1)=O (tetrahydro-4H-pyran-4-one), FC1=CC2=C(N(C(O2)=O)C2CCNCC2)C=C1C (6-Fluoro-5-methyl-3-(4-piperidinyl)-1,3-benzoxazol-2(3H)-one). Run in O (water), CN(C(C)=O)C (N,N-dimethylacetamide), ClCCl (dichloromethane). Reaction conditions: temperature 70 celsius, time 10 minute. The product is FC1=CC2=C(N(C(O2)=O)C2CCN(CC2)C2(CCOCC2)C#N)C=C1C (4-[4-(6-fluoro-5-methyl-2-oxo-1,3-benzoxazol-3(2H)-yl)-1-piperidinyl]tetrahydro-2H-pyran-4-carbonitrile). Isolated yield 207.1%. RXN SMILES: [F:1][C:2]1[C:17]([CH3:18])=[CH:16][C:5]2[N:6]([CH:10]3[CH2:15][CH2:14][NH:13][CH2:12][CH2:11]3)[C:7](=[O:9])[O:8][C:4]=2[CH:3]=1.S([O-])([O-])(=O)=O.[Mg+2].[CH3:25][C:26]([CH3:30])(O)[C:27]#[N:28].[O:31]1[CH2:36]CC(=O)C[CH2:32]1>CN(C)C(=O)C.ClCCl.O>[F:1][C:2]1[C:17]([CH3:18])=[CH:16][C:5]2[N:6]([CH:10]3[CH2:11][CH2:12][N:13]([C:26]4([C:27]#[N:28])[CH2:30][CH2:36][O:31][CH2:32][CH2:25]4)[CH2:14][CH2:15]3)[C:7](=[O:9])[O:8][C:4]=2[CH:3]=1 |f:1.2|. Procedure details: 6-Fluoro-5-methyl-3-(4-piperidinyl)-1,3-benzoxazol-2(3H)-one (D3, 318 mg, 0.915 mmol) was dissolved in N,N-dimethylacetamide (10 mL) at rt under argon. Magnesium sulfate (562 mg, 4.67 mmol), acetone cyanohydrin (0.17 mL, 1.86 mmol) and tetrahydro-4H-pyran-4-one (0.17 mL, 1.84 mmol) were added and the reaction was heated at 70° C. for 24 h under a gentle stream of argon. The mixture was then cooled to rt, diluted with 1:1 dichloromethane:water (30 mL) and sonicated for 20 min. The phases were all... The reactants are OC1=CC=C(C=C1)C1=NC(=CC=C1C1=CC=C(C=C1)OC)C (2-(4-hydroxyphenyl)-3-(4-methoxyphenyl)-6-methylpyridine), Cl.ClCCN1CCOCC1 (N-(2-chloroethyl)morpholine hydrochloride), C(=O)([O-])[O-].[K+].[K+] (K2CO3). Run in C(C)C(=O)C (methyl ethyl ketone). The product is N1(CCOCC1)CCOC1=CC=C(C=C1)C1=NC(=CC=C1C1=CC=C(C=C1)OC)C (2-[4-[2-(4-Morpholinyl)ethoxy]phenyl]-3-(4-methoxyphenyl)-6-methylpyridine). Isolated yield 84.1%. Reaction SMILES: [OH:1][C:2]1[CH:7]=[CH:6][C:5]([C:8]2[C:13]([C:14]3[CH:19]=[CH:18][C:17]([O:20][CH3:21])=[CH:16][CH:15]=3)=[CH:12][CH:11]=[C:10]([CH3:22])[N:9]=2)=[CH:4][CH:3]=1.Cl.Cl[CH2:25][CH2:26][N:27]1[CH2:32][CH2:31][O:30][CH2:29][CH2:28]1.C([O-])([O-])=O.[K+].[K+]>C(C(C)=O)C>[N:27]1([CH2:26][CH2:25][O:1][C:2]2[CH:3]=[CH:4][C:5]([C:8]3[C:13]([C:14]4[CH:19]=[CH:18][C:17]([O:20][CH3:21])=[CH:16][CH:15]=4)=[CH:12][CH:11]=[C:10]([CH3:22])[N:9]=3)=[CH:6][CH:7]=2)[CH2:32][CH2:31][O:30][CH2:29][CH2:28]1 |f:1.2,3.4.5|. Reported procedure: The 2-(4-hydroxyphenyl)-3-(4-methoxyphenyl)-6-methylpyridine (3.0 g, 10 mmol), N-(2-chloroethyl)morpholine hydrochloride (1.9 g, 10 mmol), and powdered K2CO3 (7.1 g, 51 mmol) were stirred in 200 mL methyl ethyl ketone and refluxed 20 h. The reaction mixture was worked up and purified by prep. chromatography (EtOH/ CH2Cl2 gradient), triturated with Et2O/ pet. ether, filtered, and dried in vacuo to give 3.4 g (82% yield) of white solid: mp 66°-67° C.; 1H NMR (CDCl3) d 2.55-2.58 (m 4H, morpholine),...